Task: describe an organic reaction: reactants, conditions, products, and yield. Dataset: the Open Reaction Database (ORD), a public repository of structured organic reaction records Reactants: COC1=CC=C(C=C1)CCN (2-(4-methoxyphenyl)-ethylamine), C(C)OC(=O)C=1C(C2=C(N=C(N=C2)S(=O)(=O)C)N(C1)C=1C=C2CCCC2=CC1)=O (8-Indan-5-yl-2-methanesulfonyl-5-oxo-5,8-dihydro-pyrido[2,3-d]pyrimidine-6-carboxylic acid ethyl ester). Yields the product C(C)OC(=O)C=1C(C2=C(N=C(N=C2)NCCC2=CC=C(C=C2)OC)N(C1)C=1C=C2CCCC2=CC1)=O (8-Indan-5-yl-2-[2-(4-methoxy-phenyl)-ethylamino]-5-oxo-5,8-dihydro-pyrido[2,3-d]pyrimidine-6-carboxylic acid ethyl ester). As a reaction SMILES: [CH3:1][O:2][C:3]1[CH:8]=[CH:7][C:6]([CH2:9][CH2:10][NH2:11])=[CH:5][CH:4]=1.[CH2:12]([O:14][C:15]([C:17]1[C:18](=[O:40])[C:19]2[CH:24]=[N:23][C:22](S(C)(=O)=O)=[N:21][C:20]=2[N:29]([C:31]2[CH:32]=[C:33]3[C:37](=[CH:38][CH:39]=2)[CH2:36][CH2:35][CH2:34]3)[CH:30]=1)=[O:16])[CH3:13]>>[CH2:12]([O:14][C:15]([C:17]1[C:18](=[O:40])[C:19]2[CH:24]=[N:23][C:22]([NH:11][CH2:10][CH2:9][C:6]3[CH:7]=[CH:8][C:3]([O:2][CH3:1])=[CH:4][CH:5]=3)=[N:21][C:20]=2[N:29]([C:31]2[CH:32]=[C:33]3[C:37](=[CH:38][CH:39]=2)[CH2:36][CH2:35][CH2:34]3)[CH:30]=1)=[O:16])[CH3:13]. Procedure details: Using the procedure outlined in Example 1 Step F, the title compound was prepared 2-(4-methoxyphenyl)-ethylamine and 8-indan-5-yl-2-methanesulfonyl-5-oxo-5,8-dihydro-pyrido[2,3-d]pyrimidine-6-carboxylic acid ethyl ester (from Example 1 Step E, 20 mg, 0.04 mmol). 19 mg of 8-Indan-5-yl-2-[2-(4-methoxy-phenyl)-ethylamino]-5-oxo-5,8-dihydro-pyrido[2,3-d]pyrimidine-6-carboxylic acid ethyl ester was obtained as a white solid. 1H NMR (400 MHz, CDCl3) δ (ppm): 9.23 (s, 1H), 8.47 (s, 1H), 7.37 (d, J=7.8 ... The reactants are [Na].N1=CN=C2N(C=NC2=C1N)C(=O)[C@H](O)[C@@H](OCP(=O)(O)O)CO (1-(adenin-9-yl)-3-O-(phosphonomethyl)-L-threose Sodium Salt), N1(C(=O)NC(=O)C=C1)C(=O)[C@H](O)[C@@H](OCP(=O)(OC(C)C)OC(C)C)CO (1-(uracil-1-yl)-3-O-(diisopropylphosphonomethyl)-L-threose). The product is [Na].N1(C(=O)NC(=O)C=C1)C(=O)[C@H](O)[C@@H](OCP(=O)(O)O)CO (1-(uracil-1-yl)-3-O-(phosphonomethyl)-L-threose sodium salt). The yield is 49.0%. As a reaction SMILES: [Na:1].N1C(N)=C2C(N(C([C@@H]([C@H](CO)OCP(O)(O)=O)O)=O)C=N2)=NC=1.[N:25]1([C:33]([C@@H:35]([C@H:37]([CH2:50][OH:51])[O:38][CH2:39][P:40]([O:46]C(C)C)([O:42]C(C)C)=[O:41])[OH:36])=[O:34])[CH:32]=[CH:31][C:29](=[O:30])[NH:28][C:26]1=[O:27]>>[Na:1].[N:25]1([C:33]([C@@H:35]([C@H:37]([CH2:50][OH:51])[O:38][CH2:39][P:40]([OH:42])([OH:46])=[O:41])[OH:36])=[O:34])[CH:32]=[CH:31][C:29](=[O:30])[NH:28][C:26]1=[O:27] |f:0.1,3.4,^1:0,51|. Reported procedure: This compound was prepared as described for 3a using 17 (200 mg, 0.53 mmol) as a starting material and TBMSBr (200 mL, 2.1 mmol). Compound 3c (93 mg, 0.26 mmol) was obtained as a colorless solid, in 49% yield, which was characterized as follows: Starting materials: resultant solution, CN(C=O)C (N,N-Dimethylformamide), BrC=1C=C(C=CC1)C1=NN2C(C=CC=C2Cl)=C1 (2-(3-bromophenyl)-7-chloropyrazolo[1,5-a]pyridine), O (Water), P(=O)(Cl)(Cl)Cl (phosphorous oxychloride). Solvent: ClCCl (dichloromethane). Product: BrC=1C=C(C=CC1)C1=NN2C(C=CC=C2Cl)=C1C=O (2-(3-bromophenyl)-7-chloropyrazolo[1,5-a]pyridine-3-carbaldehyde). Isolated yield 96.0%. Reaction SMILES: CN(C)[CH:3]=[O:4].[Br:6][C:7]1[CH:8]=[C:9]([C:13]2[CH:22]=[C:16]3[CH:17]=[CH:18][CH:19]=[C:20]([Cl:21])[N:15]3[N:14]=2)[CH:10]=[CH:11][CH:12]=1.P(Cl)(Cl)(Cl)=O.O>ClCCl>[Br:6][C:7]1[CH:8]=[C:9]([C:13]2[C:22]([CH:3]=[O:4])=[C:16]3[CH:17]=[CH:18][CH:19]=[C:20]([Cl:21])[N:15]3[N:14]=2)[CH:10]=[CH:11][CH:12]=1. Procedure details: A solution of N,N-Dimethylformamide (150 mL) and 2-(3-bromophenyl)-7-chloropyrazolo[1,5-a]pyridine (10.3 g, 33 mmol) was cooled to 0° C. and treated with phosphorous oxychloride (4.7 mL, 50 mmol). After the addition was complete, the mixture was warmed to room temperature and the resultant solution was stirred over the weekend. Water was added, followed by dichloromethane. The aqueous layer was extracted with dichloromethane. The combined organics were washed with brine, dried over magnesium sul... Reactants: COc1cccc(C(=O)Cl)c1, ClCCl, FC(F)(F)C(F)(F)I. The product is COc1cccc(C(=O)C(F)(F)C(F)(F)F)c1. RXN SMILES: [CH3:1][O:2][c:3]1[cH:4][c:5]([C:6](=[O:7])[Cl:8])[cH:9][cH:10][cH:11]1.[Cl:20][CH2:21][Cl:22].[F:12][C:13]([C:14]([F:15])([F:16])[F:17])([F:18])[I:19]>>[CH3:1][O:2][c:3]1[cH:4][c:5]([C:6](=[O:7])[C:13]([F:12])([C:14]([F:15])([F:16])[F:17])[F:18])[cH:9][cH:10][cH:11]1. Starting materials: C(C)(=O)O (Acetic acid), C=O (formaldehyde), [BH-](OC(=O)C)(OC(=O)C)OC(=O)C.[Na+] (NaBH(OAc)3), NC1=NN2C(N=CC(=C2)F)=C1C(=O)NC1=C2CCN(CC2=CN=C1)C(=O)OC(C)(C)C (tert-butyl 5-(2-amino-6-fluoropyrazolo[1,5-a]pyrimidine-3-carboxamido)-3,4-dihydro-2,7-naphthyridine-2(1H)-carboxylate). The solvent is CO (MeOH). Reaction conditions: time 1 hour. Product: NC1=NN2C(N=CC(=C2)F)=C1C(=O)NC1=CN=CC=2CN(CCC12)C (2-amino-6-fluoro-N-(7-methyl-5,6,7,8-tetrahydro-2,7-naphthyridin-4-yl)pyrazolo[1,5-a]pyrimidine-3-carboxamide). Reaction SMILES: [NH2:1][C:2]1[C:11]([C:12]([NH:14][C:15]2[CH:24]=[N:23][CH:22]=[C:21]3[C:16]=2[CH2:17][CH2:18][N:19]([C:25](OC(C)(C)C)=O)[CH2:20]3)=[O:13])=[C:5]2[N:6]=[CH:7][C:8]([F:10])=[CH:9][N:4]2[N:3]=1.C(O)(=O)C.C=O.[BH-](OC(C)=O)(OC(C)=O)OC(C)=O.[Na+]>CO>[NH2:1][C:2]1[C:11]([C:12]([NH:14][C:15]2[C:16]3[CH2:17][CH2:18][N:19]([CH3:25])[CH2:20][C:21]=3[CH:22]=[N:23][CH:24]=2)=[O:13])=[C:5]2[N:6]=[CH:7][C:8]([F:10])=[CH:9][N:4]2[N:3]=1 |f:3.4|. Procedure details: tert-butyl 5-(2-amino-6-fluoropyrazolo[1,5-a]pyrimidine-3-carboxamido)-3,4-dihydro-2,7-naphthyridine-2(1H)-carboxylate was dissolved in MeOH (8 mL). Acetic acid (91.88 mg, 87.01 μL, 1.530 mmol), formaldehyde (37% solution in water, 99.33 mg, 91.13 μL, 1.224 mmol) and NaBH(OAc)3 (324.3 mg, 1.530 mmol) was sequentially added and the mixture was stirred for 1 hour at RT. The reaction mixture was partitioned between an aqueous saturated solution of NaHCO3 and DCM. The insoluble was filtered off and ... The reactants are [Al+3], O=C(C1CC1)N1CCNCC1, [H-], [H-], [H-], [H-], [Li+], [Na+], C1CCOC1, [OH-], O. Product: C1CN(CC2CC2)CCN1. Reaction SMILES: [Al+3:2].[CH:7]1([C:10](=[O:11])[N:12]2[CH2:13][CH2:14][NH:15][CH2:16][CH2:17]2)[CH2:8][CH2:9]1.[H-:1].[H-:4].[H-:5].[H-:6].[Li+:3].[Na+:20].[O:21]1[CH2:22][CH2:23][CH2:24][CH2:25]1.[OH-:19].[OH2:18]>>[CH:7]1([CH2:10][N:12]2[CH2:13][CH2:14][NH:15][CH2:16][CH2:17]2)[CH2:8][CH2:9]1.